This data is from the Open Reaction Database (ORD), a public repository of structured organic reaction records. The task is: describe an organic reaction: reactants, conditions, products, and yield Reactants: Brc1ccc(N2CCNCC2)cc1, CC(C)=O, CCI, [K+], [K+], O=C([O-])[O-], O. RXN SMILES: [Br:1][c:2]1[cH:3][cH:4][c:5]([N:8]2[CH2:9][CH2:10][NH:11][CH2:12][CH2:13]2)[cH:6][cH:7]1.[CH3:24][C:25](=[O:26])[CH3:27].[I:20][CH2:21][CH3:22].[K+:14].[K+:15].[O-:16][C:17]([O-:18])=[O:19].[OH2:23]>>[Br:1][c:2]1[cH:3][cH:4][c:5]([N:8]2[CH2:9][CH2:10][N:11]([CH2:21][CH3:22])[CH2:12][CH2:13]2)[cH:6][cH:7]1. Yields the product CCN1CCN(c2ccc(Br)cc2)CC1. Reactants: N(=[N+]=[N-])C[C@H]1N(C[C@@H](C1)OC1=NC=C(N=C1)C1CC1)C(=O)OC(C)(C)C ((2S,4R)-tert-butyl 2-(azidomethyl)-4-(5-cyclopropylpyrazin-2-yloxy)-pyrrolidine-1-carboxylate). Reagents/catalysts: [Ni] (nickel). Solvent: N.CO (ammonia methanol). Reaction conditions: time 4 hour. Yields the product NC[C@H]1N(C[C@@H](C1)OC1=NC=C(N=C1)C1CC1)C(=O)OC(C)(C)C ((2S,4R)-tert-butyl 2-(aminomethyl)-4-(5-cyclopropylpyrazin-2-yloxy)-pyrrolidine-1-carboxylate). Reaction SMILES: [N:1]([CH2:4][C@@H:5]1[CH2:9][C@@H:8]([O:10][C:11]2[CH:16]=[N:15][C:14]([CH:17]3[CH2:19][CH2:18]3)=[CH:13][N:12]=2)[CH2:7][N:6]1[C:20]([O:22][C:23]([CH3:26])([CH3:25])[CH3:24])=[O:21])=[N+]=[N-]>N.CO.[Ni]>[NH2:1][CH2:4][C@@H:5]1[CH2:9][C@@H:8]([O:10][C:11]2[CH:16]=[N:15][C:14]([CH:17]3[CH2:18][CH2:19]3)=[CH:13][N:12]=2)[CH2:7][N:6]1[C:20]([O:22][C:23]([CH3:26])([CH3:25])[CH3:24])=[O:21] |f:1.2|. Reported procedure: The product from Example 174C (2.54 g, 7.05 mmol) in 7 M ammonia-methanol (30 mL) was added to Raney®-nickel 2800 water slurry (2.54 g, 43.3 mmol; washed once with methanol) in a 250 mL stainless steel pressure bottle. The mixture was shaken under 30 psi of hydrogen at room temperature for 4 hours with periodic venting of nitrogen gas. The mixture was filtered through a 0.45 micron nylon filter, and the volatiles were removed in vacuo to give the title compound. Reactants: O.NN (hydrazine hydrate), [N+](=O)([O-])C1=CC=C(C=C1)C1=NNC=C1 (3-(4-nitrophenyl)-pyrazole). Reagents/catalysts: [Ni] (Raney nickel). The solvent is CO (methanol), CO (methanol). Yields the product NC1=CC=C(C=C1)C1=NNC=C1 (3-(4-aminophenyl)-pyrazole). Isolated yield 95.7%. RXN SMILES: [N+:1]([C:4]1[CH:9]=[CH:8][C:7]([C:10]2[CH:14]=[CH:13][NH:12][N:11]=2)=[CH:6][CH:5]=1)([O-])=O.O.NN>[Ni].CO>[NH2:1][C:4]1[CH:5]=[CH:6][C:7]([C:10]2[CH:14]=[CH:13][NH:12][N:11]=2)=[CH:8][CH:9]=1 |f:1.2|. Procedure details: To a refluxing suspension of 3-(4-nitrophenyl)-pyrazole (18 g) and Raney nickel (3.3 g) in methanol (190 ml) was added dropwise a solution of 85% hydrazine hydrate (22 g) in methanol (50 ml). The solution was refluxed for 30 minutes more, filtered and evaporated to dryness. The oily residue, after crystallization from water, furnished 14.5 g of 3-(4-aminophenyl)-pyrazole; M.p. 104° C. 3-(3-Aminophenyl)-pyrazole, M.p. 144°-145° C., was prepared in a similar manner starting from 3-nitroacetophenon... Reactants: FC1=CC=C(C=C1)C(=C(C(=O)OCC)C1=NN=NN1)C1=CC=C(C=C1)F (Ethyl 3,3-bis(4-fluorophenyl)-2-(1H-tetrazol-5-yl)-2-propenoate), [H-].[Na+] (sodium hydride), ICC (iodoethane), [H-].[Na+] (sodium hydride). Run at time 0.5 hour. The solvent is CN(C=O)C (N,N-dimethylformamide), O (water). RXN SMILES: [F:1][C:2]1[CH:7]=[CH:6][C:5]([C:8]([C:20]2[CH:25]=[CH:24][C:23]([F:26])=[CH:22][CH:21]=2)=[C:9]([C:15]2[NH:19][N:18]=[N:17][N:16]=2)[C:10]([O:12][CH2:13][CH3:14])=[O:11])=[CH:4][CH:3]=1.[H-].[Na+].I[CH2:30][CH3:31]>CN(C)C=O.O>[F:1][C:2]1[CH:3]=[CH:4][C:5]([C:8]([C:20]2[CH:21]=[CH:22][C:23]([F:26])=[CH:24][CH:25]=2)=[C:9]([C:15]2[N:16]=[N:17][N:18]([CH2:30][CH3:31])[N:19]=2)[C:10]([O:12][CH2:13][CH3:14])=[O:11])=[CH:6][CH:7]=1 |f:1.2|. Yields the product FC1=CC=C(C=C1)C(=C(C(=O)OCC)C=1N=NN(N1)CC)C1=CC=C(C=C1)F (Ethyl 3,3-bis(4-fluorophenyl)-2-(2-ethyl-2H-tetrazol-5-yl)-2-propenoate). Procedure: To a solution of 10.0 g (0.028 mole) of ethyl 3,3-bis(4-fluorophenyl)-2-(1H-tetrazol-5-yl)-2-propenoate [prepared in Example 2] in 75 mL of N,N-dimethylformamide was added 1.2 g of 60% sodium hydride (0.03 mole) in mineral oil was added. After stirring for 0.5 hour, the sodium hydride had dissolved and 8.5 g (0.056 mole) of iodoethane was added. The solution was stirred at room temperature for 16 hours, diluted to 400 mL with water and extracted with CH2Cl2. The extracts were dried and concentra... Yield: 45.5%. Starting materials: NN1C(C2=CC=CC=C2C(=N1)N1CCOCC1)=O (2-amino-4-morpholinophthalazin-1(2H)-one), COC1=C(C=C(C=C1)OC)CC(=O)O (2-(2,5-dimethoxyphenyl)acetic acid). Yields the product COC1=C(C=C(C=C1)OC)CC(=O)NN1C(C2=CC=CC=C2C(=N1)N1CCOCC1)=O (2-(2,5-dimethoxyphenyl)-N-[4-(morpholin-4-yl)-1-oxophthalazin-2(1H)-yl]acetamide). RXN SMILES: [NH2:1][N:2]1[N:11]=[C:10]([N:12]2[CH2:17][CH2:16][O:15][CH2:14][CH2:13]2)[C:9]2[C:4](=[CH:5][CH:6]=[CH:7][CH:8]=2)[C:3]1=[O:18].[CH3:19][O:20][C:21]1[CH:26]=[CH:25][C:24]([O:27][CH3:28])=[CH:23][C:22]=1[CH2:29][C:30](O)=[O:31]>>[CH3:19][O:20][C:21]1[CH:26]=[CH:25][C:24]([O:27][CH3:28])=[CH:23][C:22]=1[CH2:29][C:30]([NH:1][N:2]1[N:11]=[C:10]([N:12]2[CH2:17][CH2:16][O:15][CH2:14][CH2:13]2)[C:9]2[C:4](=[CH:5][CH:6]=[CH:7][CH:8]=2)[C:3]1=[O:18])=[O:31]. Procedure details: The product of Example 1B and 2-(2,5-dimethoxyphenyl)acetic acid were treated using a method similar to that described in Example 111 to give the title compound. 1H NMR (500 MHz, DMSO-d6/D2O) δ 8.32 (d, J=7.8, 1H), 8.03 (d, J=7.8, 1H), 8.01-7.95 (m, 1H), 7.94-7.88 (m, 1H), 6.99 (d, J=3.1, 1H), 6.93 (d, J=8.9, 1H), 6.82 (dd, J=8.9, 3.1, 1H), 3.85-3.81 (m, 4H), 3.76 (s, 3H), 3.72 (s, 3H), 3.59 (s, 2H), 3.14-3.07 (m, 4H); MS (ESI+) M/Z 425 (M+H)+. Starting materials: Cl (HCl), C(C1=CC=CC=C1)OC1=C(C=C(C=C1)C(C(=O)OC)(CC)CC)C (methyl 2-(4-(benzyloxy)-3-methylphenyl)-2-ethylbutanoate), [OH-].[Na+] (NaOH). Reported procedure: To a solution of compound 18 (220 mg, 0.674 mmol) in 5 ml of MeOH was added 5 ml of 20% NaOH solution in water and refluxed for 48 h. Reaction mixture is acidified to pH 1 with 1 M HCl solution and extracted with EtOAc (3×5 ml), the combined organic layers were washed with H2O and dried with Na2SO4. The solution was concentrated in vacuo to give compound 19 192 mg in 91% yield. Rf=0.10 (20% EtOAc/Hexane); RXN SMILES: [CH2:1]([O:8][C:9]1[CH:14]=[CH:13][C:12]([C:15]([CH2:22][CH3:23])([CH2:20][CH3:21])[C:16]([O:18]C)=[O:17])=[CH:11][C:10]=1[CH3:24])[C:2]1[CH:7]=[CH:6][CH:5]=[CH:4][CH:3]=1.[OH-].[Na+].Cl>CO.O>[CH2:1]([O:8][C:9]1[CH:14]=[CH:13][C:12]([C:15]([CH2:22][CH3:23])([CH2:20][CH3:21])[C:16]([OH:18])=[O:17])=[CH:11][C:10]=1[CH3:24])[C:2]1[CH:3]=[CH:4][CH:5]=[CH:6][CH:7]=1 |f:1.2|. The product is C(C1=CC=CC=C1)OC1=C(C=C(C=C1)C(C(=O)O)(CC)CC)C (2-(4-(benzyloxy)-3-methylphenyl)-2-ethylbutanoic acid). Run in CO (MeOH), O (water). The yield is 91.2%. Reactants: FC(S(=O)(=O)OC1=NC=C(C(=C1)CC1=CC=CC=C1)Br)(F)F (4-benzyl-5-bromo-2-pyridyl trifluoromethanesulfonate), C1OC=2C=C(C=CC2O1)[Sn](CCCC)(CCCC)CCCC ((3,4-methylenedioxyphenyl)tributyltin), tetrakis(triphenylphsphine)palladium(0), C=1(C(=CC=CC1)C)C (xylene). Reagents/catalysts: [Cl-].C(CCC)[N+](CCCC)(CCCC)CCCC (tetrabutylammonium chloride). Solvent: C(C)(=O)OCC.CCCCCC (ethyl acetate hexane). The product is C(C1=CC=CC=C1)C1=CC(=NC=C1Br)C1=CC2=C(C=C1)OCO2 (4-Benzyl-5-bromo-2-(3,4-methylenedioxyphenyl)pyridine). The yield is 38.1%. Reaction SMILES: FC(F)(F)S(O[C:7]1[CH:12]=[C:11]([CH2:13][C:14]2[CH:19]=[CH:18][CH:17]=[CH:16][CH:15]=2)[C:10]([Br:20])=[CH:9][N:8]=1)(=O)=O.[CH2:23]1[O:31][C:30]2[CH:29]=[CH:28][C:27]([Sn](CCCC)(CCCC)CCCC)=[CH:26][C:25]=2[O:24]1.C1(C)C(C)=CC=CC=1>[Cl-].C([N+](CCCC)(CCCC)CCCC)CCC.C(OCC)(=O)C.CCCCCC>[CH2:13]([C:11]1[C:10]([Br:20])=[CH:9][N:8]=[C:7]([C:28]2[CH:27]=[CH:26][C:25]3[O:24][CH2:23][O:31][C:30]=3[CH:29]=2)[CH:12]=1)[C:14]1[CH:19]=[CH:18][CH:17]=[CH:16][CH:15]=1 |f:3.4,5.6|. Procedure details: A mixture of 400 mg of 4-benzyl-5-bromo-2-pyridyl trifluoromethanesulfonate, 410 mg of (3,4-methylenedioxyphenyl)tributyltin, 300 mg of tetrabutylammonium chloride, 20 mg of tetrakis(triphenylphsphine)palladium(0) and 2 ml of xylene was stirred under heating for 3 hours in an oil bath kept at 140° C. in a nitrogen atmosphere. The reaction solution was subjected to silica gel column chromatography using 5-10% ethyl acetate/hexane, to give 140 mg of the title compound.